describe an organic reaction: reactants, conditions, products, and yield From a dataset of the Open Reaction Database (ORD), a public repository of structured organic reaction records. Starting materials: N(=O)[O-].[Na+] (sodium nitrite), COC(C1=C(C=CC(=C1)N)Cl)=O (5-amino-2-chloro-benzoic acid methyl ester), C(C)(=O)O (acetic acid), O.O.Cl[Sn]Cl (SnCl2.2H2O). Solvent: O (water), O (water), Cl (HCl), Cl (HCl). Run at time 15 minute. The product is Cl.COC(C1=C(C=CC(=C1)NN)Cl)=O (2-Chloro-5-hydrazino-benzoic acid methyl ester hydrochloride salt). Yield: 183.3%. As a reaction SMILES: [CH3:1][O:2][C:3](=[O:12])[C:4]1[CH:9]=[C:8]([NH2:10])[CH:7]=[CH:6][C:5]=1[Cl:11].C(O)(=O)C.[N:17]([O-])=O.[Na+].O.O.Cl[Sn]Cl>O.Cl>[ClH:11].[CH3:1][O:2][C:3](=[O:12])[C:4]1[CH:9]=[C:8]([NH:10][NH2:17])[CH:7]=[CH:6][C:5]=1[Cl:11] |f:2.3,4.5.6,9.10|. Procedure: To 5-amino-2-chloro-benzoic acid methyl ester (14.0 g, 75.0 mmol) in water (100 mL) was added concentrated HCl (100 mL), followed by glacial acetic acid (100 mL). The solution was stirred at ambient temperature for 15 minutes. The reaction was then cooled to 0° C., and a solution of sodium nitrite (5.69, 82.5 mmol) in water (15 mL) was added dropwise over 30 minutes, maintaining the temperature at 0° C. The resulting reaction was stirred for 30 minutes at 0° C., then a solution of SnCl2.2H2O (50... Run at time 8 hour. RXN SMILES: C(O[C:4](=[O:29])[C:5](=[O:28])[N:6]1[CH2:11][CH2:10][CH:9]([C:12]2[CH:17]=[CH:16][C:15]([O:18][CH3:19])=[C:14]([CH:20]=[C:21]3[CH2:27][CH2:26][CH2:25][CH2:24][CH2:23][CH2:22]3)[CH:13]=2)[CH2:8][CH2:7]1)C.[NH2:30][OH:31].Cl.[OH-].[K+].CO>CO>[C:21]1(=[CH:20][C:14]2[CH:13]=[C:12]([CH:9]3[CH2:10][CH2:11][N:6]([C:5](=[O:28])[C:4]([NH:30][OH:31])=[O:29])[CH2:7][CH2:8]3)[CH:17]=[CH:16][C:15]=2[O:18][CH3:19])[CH2:27][CH2:26][CH2:25][CH2:24][CH2:23][CH2:22]1 |f:3.4.5|. The reactants are C(C)OC(C(N1CCC(CC1)C1=CC(=C(C=C1)OC)C=C1CCCCCC1)=O)=O (2-[4-(3-cycloheptylidenemethyl-4-methoxy-phenyl)-piperidin-1-yl]-oxo-acetic acid ethyl ester), NO (hydroxylamine), [OH-].[K+].CO (KOH MeOH), Cl (HCl). Product: C1(CCCCCC1)=CC=1C=C(C=CC1OC)C1CCN(CC1)C(C(=O)NO)=O (2-[4-(3-Cycloheptylidenemethyl-4-methoxy-phenyl)-piperidin-1-yl]-N-hydroxy-2-oxo-acetamide). Solvent: CO (methanol). Procedure: To a stirred solution of 2-[4-(3-cycloheptylidenemethyl-4-methoxy-phenyl)-piperidin-1-yl]-oxo-acetic acid ethyl ester (0.6 mmol, 0.250 g) in methanol (5 mL) was added hydroxylamine.HCl (2.4 mmol, 0.167 g, followed by KOH/MeOH solution (5M, 600 μL) dropwise at room temperature. A white solid precipitated out of solution at this reaction continued to stir overnight at room temperature. The reaction went to completion as seen by TLC. The reaction mixture was diluted with H2O (150 mL), acidified wit... Reactants: C1(CCCCC1)C(O)C1=CN(C=C1C)C1=CC(=CC=C1)C(F)(F)F (cyclohexyl{4-methyl-1-[3-(trifluoromethyl)phenyl]-1H-pyrrol-3-yl}methanol), OC1=CC=C(C(=O)OC)C=C1 (methyl 4-hydroxybenzoate), C(CCC)P(CCCC)CCCC (tributylphosphine), N(=NC(=O)[O-])C(=O)[O-] (azodicarboxylate). Solvent: O1CCCC1 (tetrahydrofuran). The product is methyl ester, C1(CCCCC1)C(OC1=CC=C(C(=O)O)C=C1)C1=CN(C=C1C)C1=CC(=CC=C1)C(F)(F)F (4-(cyclohexyl{4-methyl-1-[3-(trifluoromethyl)phenyl]-1H-pyrrol-3-yl}methoxy)benzoic acid). The yield is 87.4%. Reaction SMILES: [CH:1]1([CH:7]([C:9]2[C:13]([CH3:14])=[CH:12][N:11]([C:15]3[CH:20]=[CH:19][CH:18]=[C:17]([C:21]([F:24])([F:23])[F:22])[CH:16]=3)[CH:10]=2)[OH:8])[CH2:6][CH2:5][CH2:4][CH2:3][CH2:2]1.O[C:26]1[CH:35]=[CH:34][C:29]([C:30]([O:32]C)=[O:31])=[CH:28][CH:27]=1.C(P(CCCC)CCCC)CCC.N(C([O-])=O)=NC([O-])=O>O1CCCC1>[CH:1]1([CH:7]([C:9]2[C:13]([CH3:14])=[CH:12][N:11]([C:15]3[CH:20]=[CH:19][CH:18]=[C:17]([C:21]([F:24])([F:22])[F:23])[CH:16]=3)[CH:10]=2)[O:8][C:26]2[CH:35]=[CH:34][C:29]([C:30]([OH:32])=[O:31])=[CH:28][CH:27]=2)[CH2:6][CH2:5][CH2:4][CH2:3][CH2:2]1. Procedure details: To a solution (15 mL) of cyclohexyl{4-methyl-1-[3-(trifluoromethyl)phenyl]-1H-pyrrol-3-yl}methanol (0.81 g) synthesized in Example 298 (6) in tetrahydrofuran were added methyl 4-hydroxybenzoate (0.4 g), tributylphosphine (1.2 mL) and dipiperidide azodicarboxylate (1.2 g) with stirring under ice-cooling. The ice bath was removed, and the reaction mixture was stirred at room temperature overnight. Hexane was added to the reaction mixture, and the precipitate was filtered through celite. Water was ... The reactants are O.NN (Hydrazine hydrate), C1(C=2C(C(N1CCCOC=1C=C(C=C(C1)CO)CO)=O)=CC=CC2)=O (5-(3-Phthalimido-propyloxy)-1,3-bis-(hydroxymethyl)-benzene), ClCCl (dichloromethane). Solvent: C(C)O (ethanol). Yields the product [OH-].[NH4+].CO.ClCCl (ammonium hydroxide methanol dichloromethane), NCCCOC1=CC(=CC(=C1)CO)CO (1-(3-amino-propyloxy)-3,5-bis-(hydroxy-methyl)-benzene). As a reaction SMILES: C1(=O)[N:5]([CH2:6][CH2:7][CH2:8][O:9][C:10]2[CH:11]=[C:12]([CH2:18][OH:19])[CH:13]=[C:14]([CH2:16][OH:17])[CH:15]=2)C(=O)C2=CC=CC=C12.O.NN.[Cl:29][CH2:30][Cl:31]>C(O)C>[OH-:9].[NH4+:5].[CH3:8][OH:9].[Cl:29][CH2:30][Cl:31].[NH2:5][CH2:6][CH2:7][CH2:8][O:9][C:10]1[CH:11]=[C:12]([CH2:18][OH:19])[CH:13]=[C:14]([CH2:16][OH:17])[CH:15]=1 |f:1.2,5.6.7.8|. Procedure details: 5-(3-Phthalimido-propyloxy)-1,3-bis-(hydroxymethyl)-benzene (1.45 g) was dissolved in a mixture of dichloromethane and ethanol (25 mL, 25:75). Hydrazine hydrate (0.62 mL) was added and the reaction mixture was refluxed for 1 h. The solvent was removed in vacuo and the residue dissolved in dichloromethane. The insoluble residue was filtered off and purified by silica gel chromatography (Merck SuperVarioPrep 70 g column, Si60 15-40 μm), eluted with methanol/dichloromethane, 20:80 then ammonium hyd...